This data is from the Open Reaction Database (ORD), a public repository of structured organic reaction records. The task is: describe an organic reaction: reactants, conditions, products, and yield The reactants are C1CCOC1, C[Si](C)(C)[N-][Si](C)(C)C, CI, [K+], CCOC(=O)Cc1ccc(-n2nc(-c3cccs3)cc2N)cc1. Product: CCOC(=O)C(C)c1ccc(-n2nc(-c3cccs3)cc2N)cc1. As a reaction SMILES: [CH2:36]1[O:37][CH2:38][CH2:39][CH2:40]1.[CH3:25][Si:26]([N-:27][Si:28]([CH3:29])([CH3:30])[CH3:31])([CH3:32])[CH3:33].[CH3:34][I:35].[K+:24].[NH2:1][c:2]1[cH:3][c:4](-[c:19]2[s:20][cH:21][cH:22][cH:23]2)[n:5][n:6]1-[c:7]1[cH:8][cH:9][c:10]([CH2:13][C:14](=[O:15])[O:16][CH2:17][CH3:18])[cH:11][cH:12]1>>[NH2:1][c:2]1[cH:3][c:4](-[c:19]2[s:20][cH:21][cH:22][cH:23]2)[n:5][n:6]1-[c:7]1[cH:8][cH:9][c:10]([CH:13]([C:14](=[O:15])[O:16][CH2:17][CH3:18])[CH3:25])[cH:11][cH:12]1. Starting materials: C(C)OC(COC1=CC(=C(C=C1)NC(=O)N1CCC(CC1)(C1CCNCC1)C(=O)OC(C)(C)C)C)=O (Ethyl-4-[(4-(1,1-dimethylethoxycarbonyl)-4,4'-bipiperidinyl-1-carbonyl)amino]-3-methylphenoxyacetate), [Li+].[OH-] (LiOH), O (H2O), C1CCOC1 (THF). The solvent is CO (MeOH). Product: CC(C)(OC(=O)C1(CCN(CC1)C(=O)NC1=C(C=C(OCC(=O)O)C=C1)C)C1CCNCC1)C (4-[(4-(1,1-Dimethylethoxycarbonyl)-4,4'-bipiperidinyl-1-carbonyl)amino]-3-methylphenoxyacetic acid). Reaction SMILES: C([O:3][C:4](=[O:36])[CH2:5][O:6][C:7]1[CH:12]=[CH:11][C:10]([NH:13][C:14]([N:16]2[CH2:21][CH2:20][C:19]([C:28]([O:30][C:31]([CH3:34])([CH3:33])[CH3:32])=[O:29])([CH:22]3[CH2:27][CH2:26][NH:25][CH2:24][CH2:23]3)[CH2:18][CH2:17]2)=[O:15])=[C:9]([CH3:35])[CH:8]=1)C.[Li+].[OH-].O.C1COCC1>CO>[CH3:33][C:31]([CH3:34])([O:30][C:28]([C:19]1([CH:22]2[CH2:23][CH2:24][NH:25][CH2:26][CH2:27]2)[CH2:20][CH2:21][N:16]([C:14]([NH:13][C:10]2[CH:11]=[CH:12][C:7]([O:6][CH2:5][C:4]([OH:36])=[O:3])=[CH:8][C:9]=2[CH3:35])=[O:15])[CH2:17][CH2:18]1)=[O:29])[CH3:32] |f:1.2|. Procedure details: In a 25 mL round bottomed flask a solution of ethyl-4-[(4-(1,1-dimethylethoxycarbonyl)-4,4'-bipiperidinyl-1-carbonyl)amino]-3-methylphenoxyacetate (31-4) (100 mg, 0.2 mmol), 1M LiOH, (0.6 mL, 0.6 mmol), H2O (5 mL), THF (5 mL), and MeOH (5 mL) was stirred at ambient temperature 3 h. The reaction was concentrated in vacuo, then dissolved in CHCl3 (20 mL). The CHCl3 extract was washed (1N HCl, H2O, and brine), dried (NaSO4), filtered, and concentrated to yield 4-[(4-(1,1-dimethylethoxycarbonyl)-4,4... Starting materials: FC(C(=O)N(CC(=O)OCCCCCCCCCC)CP(=O)(OCl)OCl)(F)F (decyl N-trifluoroacetyl-N-(dichlorophosphonomethyl)glycinate), C1(CCCCC1)N (cyclohexylamine). The solvent is CCOCC (ether), CCOCC (ether). Run at time 8 hour. Product: FC(C(=O)N(CC(=O)OCCCCCCCCCC)CP(=O)(ONC1CCCCC1)ONC1CCCCC1)(F)F (decyl N-trifluoroacetyl-N-(bis(cyclohexylamino)phosphonomethyl)glycinate). As a reaction SMILES: [F:1][C:2]([F:28])([F:27])[C:3]([N:5]([CH2:20][P:21]([O:25]Cl)([O:23]Cl)=[O:22])[CH2:6][C:7]([O:9][CH2:10][CH2:11][CH2:12][CH2:13][CH2:14][CH2:15][CH2:16][CH2:17][CH2:18][CH3:19])=[O:8])=[O:4].[CH:29]1([NH2:35])[CH2:34][CH2:33][CH2:32][CH2:31][CH2:30]1>CCOCC>[F:1][C:2]([F:28])([F:27])[C:3]([N:5]([CH2:20][P:21]([O:25][NH:35][CH:29]1[CH2:34][CH2:33][CH2:32][CH2:31][CH2:30]1)([O:23][NH:35][CH:29]1[CH2:34][CH2:33][CH2:32][CH2:31][CH2:30]1)=[O:22])[CH2:6][C:7]([O:9][CH2:10][CH2:11][CH2:12][CH2:13][CH2:14][CH2:15][CH2:16][CH2:17][CH2:18][CH3:19])=[O:8])=[O:4]. Procedure details: To a solution of decyl N-trifluoroacetyl-N-(dichlorophosphonomethyl)glycinate (6.63 g, 0.015 mole) in 200 ml. of ether was added with good stirring cyclohexylamine (5.95 g, 0.06 mole) in 50 ml. of ether. The reaction was stirred overnight at room temperature, then filtered, and the filtrate concentrated in vacuo. The residue was dissolved in fresh ether, washed with water, dried over MgSO4 and concentrated in vacuo. The residue was eluted through a dry column chromatograph with ethyl acetate to ... The reactants are C(C)(C)(C)OC(NC1=CC(=C(C=C1NC(CC(C1=CC(=CC=C1)N1N=NC=C1)=O)=O)C1=C(C=CC=C1)F)N(C)C)=O ({2-dimethylamino-2′-fluoro-5-[3-oxo-3-(3-[1,2,3]triazol-1-yl-phenyl)-propionylamino]-biphenyl-4-yl}-carbamic acid tert.-butyl ester), C(=O)(C(F)(F)F)O (TFA). The solvent is C(Cl)Cl (CH2Cl2). The product is CN(C1=CC2=C(NC(CC(=N2)C2=CC(=CC=C2)N2N=NC=C2)=O)C=C1C1=C(C=CC=C1)F)C (7-Dimethylamino-8-(2-fluoro-phenyl)-4-(3-[1,2,3]triazol-1-yl-phenyl)-1,3-dihydro-benzo[b][1,4]diazepin-2-one), solid. Reaction SMILES: C(OC(=O)[NH:7][C:8]1[C:13]([NH:14][C:15](=[O:30])[CH2:16][C:17](=O)[C:18]2[CH:23]=[CH:22][CH:21]=[C:20]([N:24]3[CH:28]=[CH:27][N:26]=[N:25]3)[CH:19]=2)=[CH:12][C:11]([C:31]2[CH:36]=[CH:35][CH:34]=[CH:33][C:32]=2[F:37])=[C:10]([N:38]([CH3:40])[CH3:39])[CH:9]=1)(C)(C)C.C(O)(C(F)(F)F)=O>C(Cl)Cl>[CH3:40][N:38]([CH3:39])[C:10]1[C:11]([C:31]2[CH:36]=[CH:35][CH:34]=[CH:33][C:32]=2[F:37])=[CH:12][C:13]2[NH:14][C:15](=[O:30])[CH2:16][C:17]([C:18]3[CH:23]=[CH:22][CH:21]=[C:20]([N:24]4[CH:28]=[CH:27][N:26]=[N:25]4)[CH:19]=3)=[N:7][C:8]=2[CH:9]=1. Procedure details: The title compound was prepared from {2-dimethylamino-2′-fluoro-5-[3-oxo-3-(3-[1,2,3]triazol-1-yl-phenyl)-propionylamino]-biphenyl-4-yl}-carbamic acid tert.-butyl ester (Example M70) (810 mg, 1.45 mmol) by treatment with TFA in CH2Cl2 according to the general procedure N. Obtained as a yellow solid (61 mg). The reactants are ClCCl, Cc1c2c(c(C(O)c3ccc(C(C)C)cc3)c(C)c1NC(=O)CC(C)(C)C)OC(C)(C)C2. Yields the product Cc1c2c(c(C(=O)c3ccc(C(C)C)cc3)c(C)c1NC(=O)CC(C)(C)C)OC(C)(C)C2. As a reaction SMILES: [Cl:33][CH2:34][Cl:35].[OH:1][CH:2]([c:3]1[c:4]([CH3:23])[c:5]([NH:15][C:16]([CH2:17][C:18]([CH3:19])([CH3:20])[CH3:21])=[O:22])[c:6]([CH3:14])[c:7]2[c:11]1[O:10][C:9]([CH3:12])([CH3:13])[CH2:8]2)[c:24]1[cH:25][cH:26][c:27]([CH:30]([CH3:31])[CH3:32])[cH:28][cH:29]1>>[O:1]=[C:2]([c:3]1[c:4]([CH3:23])[c:5]([NH:15][C:16]([CH2:17][C:18]([CH3:19])([CH3:20])[CH3:21])=[O:22])[c:6]([CH3:14])[c:7]2[c:11]1[O:10][C:9]([CH3:12])([CH3:13])[CH2:8]2)[c:24]1[cH:25][cH:26][c:27]([CH:30]([CH3:31])[CH3:32])[cH:28][cH:29]1.